This data is from the Open Reaction Database (ORD), a public repository of structured organic reaction records. The task is: describe an organic reaction: reactants, conditions, products, and yield Reactants: CN(C)C=O.C1CCOC1 (DMF THF), OC1=C(C(=O)O)C=CC=C1C (2-hydroxy-3-methylbenzoic acid), ice water, CN(C)C=O.C1CCOC1 (DMF THF), [H-].[Na+] (sodium hydride), C(C)I (ethyl iodide), CN(C)C=O.C1CCOC1 (DMF THF). Conditions: temperature 60 celsius, time 40 minute. Product: C(C)OC1=C(C(=O)OCC)C=CC=C1C (Ethyl 2-ethoxy-3-methylbenzoate). As a reaction SMILES: [OH:1][C:2]1[C:10]([CH3:11])=[CH:9][CH:8]=[CH:7][C:3]=1[C:4]([OH:6])=[O:5].[H-].[Na+].[CH2:14](I)[CH3:15].CN(C=O)C.[CH2:22]1COC[CH2:23]1>>[CH2:22]([O:1][C:2]1[C:10]([CH3:11])=[CH:9][CH:8]=[CH:7][C:3]=1[C:4]([O:6][CH2:14][CH3:15])=[O:5])[CH3:23] |f:1.2,4.5|. Reported procedure: at room temperature, a solution of 100.3 g of 2-hydroxy-3-methylbenzoic acid in 150 ml of DMF/THF (dimethylformamide/tetrahydrofuran, 1:1) is dripped into 43.6 g of sodium hydride (80% strength in white oil) in 350 ml of DMF/THF (1:1). The mixture is stirred for 40 minutes at 60° C. and then 226.5 g of ethyl iodide is dripped in at room temperature. After the addition of a further 250 ml of DMF/THF (1:1) the mixture is stirred for 9 hours at 60°-70° C. The reaction mixture is poured into ice wat... Starting materials: O=C(O)c1cc(OCc2ccccc2)cc(OCc2ccccc2)c1, Cn1ccc(N)n1, O=C(Cl)C(=O)Cl, ClCCl. The product is Cn1ccc(NC(=O)c2cc(OCc3ccccc3)cc(OCc3ccccc3)c2)n1. As a reaction SMILES: [CH2:7]([c:8]1[cH:9][cH:10][cH:11][cH:12][cH:13]1)[O:14][c:15]1[cH:16][c:17]([C:18](=[O:19])[OH:20])[cH:21][c:22]([O:24][CH2:25][c:26]2[cH:27][cH:28][cH:29][cH:30][cH:31]2)[cH:23]1.[CH3:32][n:33]1[n:34][c:35]([NH2:38])[cH:36][cH:37]1.[Cl:1][C:2]([C:3]([Cl:4])=[O:5])=[O:6].[Cl:39][CH2:40][Cl:41]>>[CH2:7]([c:8]1[cH:9][cH:10][cH:11][cH:12][cH:13]1)[O:14][c:15]1[cH:16][c:17]([C:18](=[O:19])[NH:38][c:35]2[n:34][n:33]([CH3:32])[cH:37][cH:36]2)[cH:21][c:22]([O:24][CH2:25][c:26]2[cH:27][cH:28][cH:29][cH:30][cH:31]2)[cH:23]1. As a reaction SMILES: [F:1][C:2]([F:13])([F:12])[C@@H:3]1[CH2:8][CH2:7][C@H:6]([C:9](O)=[O:10])[CH2:5][CH2:4]1.[H-].[Al+3].[Li+].[H-].[H-].[H-].O.[OH-].[Na+]>O1CCCC1>[F:1][C:2]([F:12])([F:13])[C@@H:3]1[CH2:4][CH2:5][C@H:6]([CH2:9][OH:10])[CH2:7][CH2:8]1 |f:1.2.3.4.5.6,8.9|. Conditions: temperature 0 celsius, time 3 hour. The solvent is O1CCCC1 (tetrahydrofuran). Starting materials: FC([C@H]1CC[C@H](CC1)C(=O)O)(F)F (cis-4-(Trifluoromethyl)cyclohexanecarboxylic acid), O (water), aqueous solution, [OH-].[Na+] (sodium hydroxide), O (water), [H-].[Al+3].[Li+].[H-].[H-].[H-] (lithium aluminum hydride). Reported procedure: cis-4-(Trifluoromethyl)cyclohexanecarboxylic acid (1.5 g, 7.65 mmol) was dissolved in tetrahydrofuran (20 mL). The reaction solution was cooled to 0° C., and lithium aluminum hydride (435 mg, 11.5 mmol) was added thereto, and then, the resulting mixture was stirred at room temperature for 3 hours. The reaction solution was cooled to 0° C., and water (0.4 mL), a 5 N aqueous solution of sodium hydroxide (0.4 mL), and water (1.2 mL) were added thereto, followed by filtration. To the filtrate, ethyl... Product: FC([C@H]1CC[C@H](CC1)CO)(F)F ([cis-4-(Trifluoromethyl)cyclohexyl]methanol). The reactants are CN(CCNC(C1=CC(=CC=C1)[N+](=O)[O-])=O)C (N-(2-dimethylaminoethyl)-3-nitrobenzamide), [H][H] (hydrogen). The reagents and catalysts are [Pd] (Pd/C). Solvent: CCO (EtOH). Product: NC=1C=C(C(=O)NCCN(C)C)C=CC1 (3-amino-N-(2-dimethylaminoethyl)benzamide). Reaction SMILES: [CH3:1][N:2]([CH3:17])[CH2:3][CH2:4][NH:5][C:6](=[O:16])[C:7]1[CH:12]=[CH:11][CH:10]=[C:9]([N+:13]([O-])=O)[CH:8]=1.[H][H]>CCO.[Pd]>[NH2:13][C:9]1[CH:8]=[C:7]([CH:12]=[CH:11][CH:10]=1)[C:6]([NH:5][CH2:4][CH2:3][N:2]([CH3:1])[CH3:17])=[O:16]. Reported procedure: To a solution of N-(2-dimethylaminoethyl)-3-nitrobenzamide (21.0 g, 88.0 mmol) in EtOH (50 mL) was added 10% Pd/C (2.52 g) and the hydrogenated with hydrogen at 35 psi for 3 h. The reaction mixture was filtered through a pad of Celite, the filterate was evaporated to dryness and the solid obtained was recrystallize from EtOH to give 3-amino-N-(2-dimethylaminoethyl)benzamide; 17.19 g (93%); mp 97-100° C.; 1H NMR (CDCl3) δ 2.20 (6H, s, 2×Me), 2.52 (2H, J=5.8 Hz, CH2), 3.51 (2H, q, J=5.4 and 5.8 Hz... Product: C(C)OC(=O)C=C(C(F)(F)F)NC(NC=1C(=CC2=C(N(C(S2)=O)CC#C)C1)F)=O (5-{3-[2-(ethoxycarbonyl)-1-trifluoromethyl-vinyl]ureido}-6-fluoro-3-(2-propynyl)-2-benzothiazolinone). The solvent is CN(C=O)C (dimethylformamide), CN(C=O)C.C1(=CC=CC=C1)C (dimethylformamide toluene), CN(C=O)C (dimethylformamide). The reactants are [H-].[Na+] (sodium hydride), FC1=CC2=C(N(C(S2)=O)CC#C)C=C1N=C=O (6-fluoro-5-isocyanato-3-(2-propynyl)-2-benzothiazolinone), N\C(=C/C(=O)OCC)\C(F)(F)F (ethyl 3-amino-4,4,4-trifluorocrotonate). Procedure: A solution of 18.51 g of ethyl 3-amino-4,4,4-trifluorocrotonate in 50 ml of dimethylformamide is added dropwise while stirring at 0° C. during 30 minutes to 4.41 g of a 55% sodium hydride dispersion in 100 ml of dimethylformamide and the mixture is stirred at room temperature for 2 hours. The reaction mixture is then cooled to -55° C. and treated during 3 minutes while stirring with a solution of 25.10 g of 6-fluoro-5-isocyanato-3-(2-propynyl)-2-benzothiazolinone in 200 ml of dimethylformamide/t... RXN SMILES: [NH2:1]/[C:2](/[C:9]([F:12])([F:11])[F:10])=[CH:3]\[C:4]([O:6][CH2:7][CH3:8])=[O:5].[H-].[Na+].[F:15][C:16]1[C:28]([N:29]=[C:30]=[O:31])=[CH:27][C:19]2[N:20]([CH2:24][C:25]#[CH:26])[C:21](=[O:23])[S:22][C:18]=2[CH:17]=1>CN(C)C=O.CN(C)C=O.C1(C)C=CC=CC=1>[CH2:7]([O:6][C:4]([CH:3]=[C:2]([NH:1][C:30](=[O:31])[NH:29][C:28]1[C:16]([F:15])=[CH:17][C:18]2[S:22][C:21](=[O:23])[N:20]([CH2:24][C:25]#[CH:26])[C:19]=2[CH:27]=1)[C:9]([F:10])([F:11])[F:12])=[O:5])[CH3:8] |f:1.2,5.6|. Reaction conditions: time 2 hour. Reactants: N#CBr (cyanogen bromide), N#CBr (cyanogen bromide), C(=O)([O-])[O-].[K+].[K+] (K2CO3), S1C(=NC2=C1C=CC=C2)NCC(=O)N2CCCC1=CC=CC=C21 (2-(Benzo[d]thiazol-2-ylamino)-1-(3,4-dihydroquinolin-1(2H)-yl)ethanone). The solvent is CC#N (CH3CN), CCOC(=O)C (EtOAc). Reaction conditions: time 12 hour. The product is S1C(=NC2=C1C=CC=C2)N(C#N)CC(=O)N2CCCC1=CC=CC=C21 (Benzo[d]thiazol-2-yl(2-(3,4-dihydroquinolin-1(2H)-yl)-2-oxoethyl)cyanamide). The yield is 21.9%. Reaction SMILES: [S:1]1[C:5]2[CH:6]=[CH:7][CH:8]=[CH:9][C:4]=2[N:3]=[C:2]1[NH:10][CH2:11][C:12]([N:14]1[C:23]2[C:18](=[CH:19][CH:20]=[CH:21][CH:22]=2)[CH2:17][CH2:16][CH2:15]1)=[O:13].[N:24]#[C:25]Br.C([O-])([O-])=O.[K+].[K+]>CC#N.CCOC(C)=O>[S:1]1[C:5]2[CH:6]=[CH:7][CH:8]=[CH:9][C:4]=2[N:3]=[C:2]1[N:10]([CH2:11][C:12]([N:14]1[C:23]2[C:18](=[CH:19][CH:20]=[CH:21][CH:22]=2)[CH2:17][CH2:16][CH2:15]1)=[O:13])[C:25]#[N:24] |f:2.3.4|. Procedure details: To a suspension of compound 83 (340 g, 1.05 mmol) in dry CH3CN (10 mL) were added cyanogen bromide (5M in CH3CN) (0.42 mL, 2.1 mmol) and K2CO3 (580 g, 4.2 mmol). The reaction was heated to reflux for 4 h under N2. 0.84 mL (4.2 mmol) of cyanogen bromide was added and the reflux was continued for 12 h. The reaction mixture was diluted with EtOAc (50 mL). The solids were filtered off, filtrate was concentrated, and the yellow residue was purified by column chromatography (20% EtOAc in hexanes) to a... The reactants are N1C(CCC1)=O (pyrrolidin-2-one), BrC1=CC=C(C=N1)C(=O)N1CCN(CC1)C1=C(C=C(C=C1)C)C ((6-bromopyridin-3-yl)[4-(2,4-dimethylphenyl)piperazin-1-yl]methanone). Yields the product CC1=C(C=CC(=C1)C)N1CCN(CC1)C(=O)C=1C=CC(=NC1)N1C(CCC1)=O (1-{5-[4-(2,4-dimethylphenyl)piperazine-1-carbonyl]pyridin-2-yl}pyrrolidin-2-one). Isolated yield 56.6%. Reaction SMILES: [NH:1]1[CH2:5][CH2:4][CH2:3][C:2]1=[O:6].Br[C:8]1[N:13]=[CH:12][C:11]([C:14]([N:16]2[CH2:21][CH2:20][N:19]([C:22]3[CH:27]=[CH:26][C:25]([CH3:28])=[CH:24][C:23]=3[CH3:29])[CH2:18][CH2:17]2)=[O:15])=[CH:10][CH:9]=1>>[CH3:29][C:23]1[CH:24]=[C:25]([CH3:28])[CH:26]=[CH:27][C:22]=1[N:19]1[CH2:18][CH2:17][N:16]([C:14]([C:11]2[CH:10]=[CH:9][C:8]([N:1]3[CH2:5][CH2:4][CH2:3][C:2]3=[O:6])=[N:13][CH:12]=2)=[O:15])[CH2:21][CH2:20]1. Procedure details: Using pyrrolidin-2-one (89 mg) and (6-bromopyridin-3-yl)[4-(2,4-dimethylphenyl)piperazin-1-yl]methanone (374 mg) described in Preparation Example 115 and by the reaction and treatment in the same manner as in Example 1, the title compound (214 mg) was obtained. Starting materials: CC(=O)O (AcOH), N1CCCCC1 (Piperidine), C(C)N(CC)CC=1C=C(C=O)C=CC1OC (3-((diethylamino)methyl)-4-methoxybenzaldehyde), C(=O)(O)CC(=O)NC1=C(C(=O)O)C=CC=C1 (2-[(carboxyacetyl)amino]benzoic acid). Solvent: C1(=CC=CC=C1)C (toluene). Product: C(C)N(CC)CC=1C=C(C=CC1OC)/C=C/C(=O)NC1=C(C(=O)O)C=CC=C1 ((E)-2-[[3-(3-((diethylamino)methyl)-4-methoxyphenyl)-1-oxo-2-propenyl]amino]benzoic acid). The yield is 49.4%. RXN SMILES: N1CCCCC1.[CH2:7]([N:9]([CH2:12][C:13]1[CH:14]=[C:15]([CH:18]=[CH:19][C:20]=1[O:21][CH3:22])[CH:16]=O)[CH2:10][CH3:11])[CH3:8].C([CH2:26][C:27]([NH:29][C:30]1[CH:38]=[CH:37][CH:36]=[CH:35][C:31]=1[C:32]([OH:34])=[O:33])=[O:28])(O)=O.CC(O)=O>C1(C)C=CC=CC=1>[CH2:7]([N:9]([CH2:12][C:13]1[CH:14]=[C:15](/[CH:16]=[CH:26]/[C:27]([NH:29][C:30]2[CH:38]=[CH:37][CH:36]=[CH:35][C:31]=2[C:32]([OH:34])=[O:33])=[O:28])[CH:18]=[CH:19][C:20]=1[O:21][CH3:22])[CH2:10][CH3:11])[CH3:8]. Procedure details: Piperidine (97 μL, 0.99 mmol) was added to a suspension of 3-((diethylamino)methyl)-4-methoxybenzaldehyde (0.22 g, 0.99 mmol) and 2-[(carboxyacetyl)amino]benzoic acid (0.20 g, 0.90 mmol) in toluene (5 mL) and treated according to Procedure 2, neutralizing with 20% AcOH. The resulting precipitate was filtered and washed with water providing (E)-2-[[3-(3-((diethylamino)methyl)-4-methoxyphenyl)-1-oxo-2-propenyl]amino]benzoic acid (0.17 g, 50%) as a colourless crystalline solid; mp 202-205° C.; δH (...